From a dataset of the Open Reaction Database (ORD), a public repository of structured organic reaction records. describe an organic reaction: reactants, conditions, products, and yield Starting materials: Cc1cc(C(=O)OC(C)(C)C)cc(Cl)n1, C=CCCN, Cc1ccccc1, CCOC(C)=O, O, c1ccc(P(c2ccccc2)c2ccc3ccccc3c2-c2c(P(c3ccccc3)c3ccccc3)ccc3ccccc23)cc1. Product: C=CCCNc1cc(C(=O)OC(C)(C)C)cc(C)n1. Reaction SMILES: [C:2]([CH3:3])([CH3:4])([CH3:5])[O:6][C:7]([c:8]1[cH:9][c:10]([Cl:15])[n:11][c:12]([CH3:14])[cH:13]1)=[O:16].[CH2:63]([CH2:64][CH:65]=[CH2:66])[NH2:67].[CH3:68][c:69]1[cH:70][cH:71][cH:72][cH:73][cH:74]1.[CH3:75][CH2:76][O:77][C:78]([CH3:79])=[O:80].[O:1].[cH:17]1[cH:18][cH:19][c:20]([P:21]([c:22]2[cH:23][cH:24][c:25]3[c:26]([cH:27][cH:28][cH:29][cH:30]3)[c:31]2-[c:32]2[c:33]3[c:34]([cH:35][cH:36][cH:37][cH:38]3)[cH:39][cH:40][c:41]2[P:42]([c:43]2[cH:44][cH:45][cH:46][cH:47][cH:48]2)[c:49]2[cH:50][cH:51][cH:52][cH:53][cH:54]2)[c:55]2[cH:56][cH:57][cH:58][cH:59][cH:60]2)[cH:61][cH:62]1>>[C:2]([CH3:3])([CH3:4])([CH3:5])[O:6][C:7]([c:8]1[cH:9][c:10]([NH:67][CH2:63][CH2:64][CH:65]=[CH2:66])[n:11][c:12]([CH3:14])[cH:13]1)=[O:16]. Reactants: CN1C(=NC(=CC1=O)C1=NC=NC=C1)OC1CCN(CC1)C1=CC=C(C=C1)CN1CCNCC1 (1-methyl-2-[1-(4-piperazin-1-ylmethyl-phenyl)piperidin-4-yloxy]-1H-[4,4′]bipyrimidinyl-6-one), C=O (formaldehyde), C(C)(=O)O[BH-](OC(C)=O)OC(C)=O.[Na+] (sodium triacetoxyborohydride). The reagents and catalysts are C(C)(=O)O (acetic acid). The solvent is ClCCCl (1,2-dichloroethane). Conditions: time 2 hour. Yields the product CN1C(=NC(=CC1=O)C1=NC=NC=C1)OC1CCN(CC1)C1=CC=C(C=C1)CN1CCN(CC1)C (1-methyl-2-{1-[4-(4-methyl-piperazin-1-ylmethyl)phenyl]piperidin-4-yloxy}-1H-[4,4′]bipyrimidinyl-6-one). Yield: 58.8%. As a reaction SMILES: [CH3:1][N:2]1[C:7](=[O:8])[CH:6]=[C:5]([C:9]2[CH:14]=[CH:13][N:12]=[CH:11][N:10]=2)[N:4]=[C:3]1[O:15][CH:16]1[CH2:21][CH2:20][N:19]([C:22]2[CH:27]=[CH:26][C:25]([CH2:28][N:29]3[CH2:34][CH2:33][NH:32][CH2:31][CH2:30]3)=[CH:24][CH:23]=2)[CH2:18][CH2:17]1.C=O.[C:37](O[BH-](OC(=O)C)OC(=O)C)(=O)C.[Na+]>C(O)(=O)C.ClCCCl>[CH3:1][N:2]1[C:7](=[O:8])[CH:6]=[C:5]([C:9]2[CH:14]=[CH:13][N:12]=[CH:11][N:10]=2)[N:4]=[C:3]1[O:15][CH:16]1[CH2:21][CH2:20][N:19]([C:22]2[CH:23]=[CH:24][C:25]([CH2:28][N:29]3[CH2:34][CH2:33][N:32]([CH3:37])[CH2:31][CH2:30]3)=[CH:26][CH:27]=2)[CH2:18][CH2:17]1 |f:2.3|. Procedure: To a mixture of 1-methyl-2-[1-(4-piperazin-1-ylmethyl-phenyl)piperidin-4-yloxy]-1H-[4,4′]bipyrimidinyl-6-one (80 mg, 0.17 mmol), formaldehyde solution (37% in water, 55 mg, 0.68 mmol) and acetic acid (one drop) in 1,2-dichloroethane (0.85 ml) was added sodium triacetoxyborohydride (130 mg, 0.61 mmol). The mixture was stirred at room temperature for 2 hours. The mixture was partitioned between water and chloroform. The organic layer was dried over sodium sulfate, and concentrated in vacuo. The re...